From a dataset of the Open Reaction Database (ORD), a public repository of structured organic reaction records. describe an organic reaction: reactants, conditions, products, and yield Starting materials: C1(CCCCC1)P(C1=C(C=CC=C1)C1=C(C=C(C=C1C(C)C)C(C)C)C(C)C)C1CCCCC1 (dicyclohexyl(2′,4′,6′-triisopropylbiphenyl-2-yl)phosphine), O1CCN(CC1)C1=NC=C(C=C1N)N1CCOCC1 (2,5-dimorpholinopyridin-3-amine), ClC1=C(C(=NC2=C(C=CC=C12)C1=NC=CC=C1)C1=NC=CC=C1)C (4-chloro-3-methyl-2,8-di(pyridin-2-yl)quinoline), CC(C)([O-])C.[Na+] (sodium t-butoxide). The reagents and catalysts are C=1C=CC(=CC1)/C=C/C(=O)/C=C/C2=CC=CC=C2.C=1C=CC(=CC1)/C=C/C(=O)/C=C/C2=CC=CC=C2.C=1C=CC(=CC1)/C=C/C(=O)/C=C/C2=CC=CC=C2.[Pd].[Pd] (Pd2dba3). Run in O (water), C1(=CC=CC=C1)C (toluene). Run at temperature 120 celsius, time 45 minute. Product: N1(CCOCC1)C1=NC=C(C=C1NC1=C(C(=NC2=C(C=CC=C12)C1=NC=CC=C1)C1=NC=CC=C1)C)N1CCOCC1 (N-(2,5-di-4-morpholinyl-3-pyridinyl)-3-methyl-2,8-di-2-pyridinyl-4-quinolinamine). RXN SMILES: C1(P(C2CCCCC2)C2C=CC=CC=2C2C(C(C)C)=CC(C(C)C)=CC=2C(C)C)CCCCC1.[O:35]1[CH2:40][CH2:39][N:38]([C:41]2[C:46]([NH2:47])=[CH:45][C:44]([N:48]3[CH2:53][CH2:52][O:51][CH2:50][CH2:49]3)=[CH:43][N:42]=2)[CH2:37][CH2:36]1.Cl[C:55]1[C:64]2[C:59](=[C:60]([C:65]3[CH:70]=[CH:69][CH:68]=[CH:67][N:66]=3)[CH:61]=[CH:62][CH:63]=2)[N:58]=[C:57]([C:71]2[CH:76]=[CH:75][CH:74]=[CH:73][N:72]=2)[C:56]=1[CH3:77].CC(C)([O-])C.[Na+]>C1(C)C=CC=CC=1.O.C1C=CC(/C=C/C(/C=C/C2C=CC=CC=2)=O)=CC=1.C1C=CC(/C=C/C(/C=C/C2C=CC=CC=2)=O)=CC=1.C1C=CC(/C=C/C(/C=C/C2C=CC=CC=2)=O)=CC=1.[Pd].[Pd]>[N:38]1([C:41]2[C:46]([NH:47][C:55]3[C:64]4[C:59](=[C:60]([C:65]5[CH:70]=[CH:69][CH:68]=[CH:67][N:66]=5)[CH:61]=[CH:62][CH:63]=4)[N:58]=[C:57]([C:71]4[CH:76]=[CH:75][CH:74]=[CH:73][N:72]=4)[C:56]=3[CH3:77])=[CH:45][C:44]([N:48]3[CH2:49][CH2:50][O:51][CH2:52][CH2:53]3)=[CH:43][N:42]=2)[CH2:39][CH2:40][O:35][CH2:36][CH2:37]1 |f:3.4,7.8.9.10.11|. Reported procedure: To a stirred solution of dicyclohexyl(2′,4′,6′-triisopropylbiphenyl-2-yl)phosphine (0.019 g, 0.040 mmol), 2,5-dimorpholinopyridin-3-amine (0.078 g, 0.30 mmol), 4-chloro-3-methyl-2,8-di(pyridin-2-yl)quinoline (0.082 g, 0.25 mmol) and Pd2dba3 (9.05 mg, 9.89 μmol) in toluene (2.5 mL) was added sodium t-butoxide (0.059 g, 0.62 mmol). The reaction mixture was heated to 120° C. and stirred for 45 min. The reaction was then cooled to rt and diluted with water (10 mL). The mixture was extracted with EtO...